Task: describe an organic reaction: reactants, conditions, products, and yield. Dataset: the Open Reaction Database (ORD), a public repository of structured organic reaction records Conditions: temperature 0 celsius. The solvent is O1CCCC1 (tetrahydrofuran). Reported procedure: Methyl 4-(4′-methoxyphenyl)benzoate (3.0 g, 12.3 mmol) was added in portions to a suspension of lithium aluminum hydride (0.94 g, 25.0 mmol) in tetrahydrofuran (40 ml) at room temperature for 20 minutes with stirring. The reaction solution was refluxed for 2 hours under heating and cooled to 0° C. To the residue was added water (1 ml) and 1 N aqueous sodium hydroxide (3 ml), the insoluble matter was filtered out and the filtrate was concentrated under reduced pressure. The object compound (1.2 g... RXN SMILES: [CH3:1][O:2][C:3]1[CH:8]=[CH:7][C:6]([C:9]2[CH:18]=[CH:17][C:12]([C:13](OC)=[O:14])=[CH:11][CH:10]=2)=[CH:5][CH:4]=1.[H-].[Al+3].[Li+].[H-].[H-].[H-].O.[OH-].[Na+]>O1CCCC1>[CH3:1][O:2][C:3]1[CH:4]=[CH:5][C:6]([C:9]2[CH:18]=[CH:17][C:12]([CH2:13][OH:14])=[CH:11][CH:10]=2)=[CH:7][CH:8]=1 |f:1.2.3.4.5.6,8.9|. The reactants are COC1=CC=C(C=C1)C1=CC=C(C(=O)OC)C=C1 (Methyl 4-(4′-methoxyphenyl)benzoate), [H-].[Al+3].[Li+].[H-].[H-].[H-] (lithium aluminum hydride), O (water), [OH-].[Na+] (sodium hydroxide). Yields the product COC1=CC=C(C=C1)C1=CC=C(CO)C=C1 (4-(4′-methoxyphenyl)benzylalcohol). Isolated yield 45.5%. The reactants are N#Cc1ccc(F)cc1CBr, Cn1c(=O)cc(Cl)[nH]c1=O, CS(C)=O, [K+], [K+], O=C([O-])[O-], O. Product: Cn1c(=O)cc(Cl)n(Cc2cc(F)ccc2C#N)c1=O. As a reaction SMILES: [Br:11][CH2:12][c:13]1[c:14]([C:15]#[N:16])[cH:17][cH:18][c:19]([F:21])[cH:20]1.[CH3:1][n:2]1[c:3](=[O:10])[nH:4][c:5]([Cl:9])[cH:6][c:7]1=[O:8].[CH3:28][S:29]([CH3:30])=[O:31].[K+:22].[K+:23].[O-:24][C:25]([O-:26])=[O:27].[OH2:32]>>[CH3:1][n:2]1[c:3](=[O:10])[n:4]([CH2:12][c:13]2[c:14]([C:15]#[N:16])[cH:17][cH:18][c:19]([F:21])[cH:20]2)[c:5]([Cl:9])[cH:6][c:7]1=[O:8]. The yield is 54.5%. The reactants are Cc1ccc2cc(C(=O)O)ccc2n1, NCc1cccc2ccccc12. As a reaction SMILES: NCc1cccc2ccccc12.Cc1ccc2cc(C(=O)O)ccc2n1.CCN=C=NCCCN(C)C.Cl.C1=CC=C2C(=C1)C(=O)N(C2=O)O.CCN(CC)CC.CN(C)C=O>>Cc1ccc2cc(C(=O)NCc3cccc4ccccc34)ccc2n1. The solvent is CN(C)C=O (DMF), CN(C)C=O (DMF), CN(C)C=O (DMF), CN(C)C=O (DMF), CN(C)C=O (DMF), CN(C)C=O (DMF). Reagents/catalysts: CCN=C=NCCCN(C)C.Cl (EDC-HCl), CCN(CC)CC (TEA), C1=CC=C2C(=C1)C(=O)N(C2=O)O (N-Hydroxyphthalimide). Run at temperature 25 celsius, time 2 hour. The product is Cc1ccc2cc(C(=O)NCc3cccc4ccccc34)ccc2n1. The reactants are O=S(=O)(Cl)C1CC1, CN(C)C=O, O, NC12CCC(c3n[nH]c4cnc5[nH]ccc5c34)(CC1)CC2. Yields the product O=S(=O)(NC12CCC(c3n[nH]c4cnc5[nH]ccc5c34)(CC1)CC2)C1CC1. Reaction SMILES: [CH:22]1([S:25](=[O:26])(=[O:27])[Cl:28])[CH2:23][CH2:24]1.[O:29]=[CH:30][N:31]([CH3:32])[CH3:33].[OH2:34].[c:1]1([C:13]23[CH2:14][CH2:15][C:16]([NH2:21])([CH2:17][CH2:18]2)[CH2:19][CH2:20]3)[n:2][nH:3][c:4]2[c:5]1[c:6]1[c:7]([n:8][cH:9]2)[nH:10][cH:11][cH:12]1>>[c:1]1([C:13]23[CH2:14][CH2:15][C:16]([NH:21][S:25]([CH:22]4[CH2:23][CH2:24]4)(=[O:26])=[O:27])([CH2:17][CH2:18]2)[CH2:19][CH2:20]3)[n:2][nH:3][c:4]2[c:5]1[c:6]1[c:7]([n:8][cH:9]2)[nH:10][cH:11][cH:12]1. Starting materials: CCOC(=O)CCCN(C)c1ccccc1, Cl, O=N[O-], [Na+], O, [Zn]. The product is CCOC(=O)CCCN(C)c1ccc(N)cc1. RXN SMILES: [CH3:1][N:2]([c:3]1[cH:4][cH:5][cH:6][cH:7][cH:8]1)[CH2:9][CH2:10][CH2:11][C:12](=[O:13])[O:14][CH2:15][CH3:16].[ClH:17].[N:18]([O-:19])=[O:20].[Na+:21].[OH2:22].[Zn:23]>>[CH3:1][N:2]([c:3]1[cH:4][cH:5][c:6]([NH2:18])[cH:7][cH:8]1)[CH2:9][CH2:10][CH2:11][C:12](=[O:13])[O:14][CH2:15][CH3:16].